From a dataset of the Open Reaction Database (ORD), a public repository of structured organic reaction records. describe an organic reaction: reactants, conditions, products, and yield The reactants are COc1ccc2c3c(c4ccccc4cc13)C(=O)N(CCN(C)CCNC(=O)OC(C)(C)C)C2=O, Cl, C1COCCO1. The product is COc1ccc2c3c(c4ccccc4cc13)C(=O)N(CCN(C)CCN)C2=O. As a reaction SMILES: [C:2]([O:3][C:4](=[O:5])[NH:8][CH2:9][CH2:10][N:11]([CH3:12])[CH2:13][CH2:14][N:15]1[C:16](=[O:35])[c:17]2[c:18]3[c:19]([cH:20][c:21]4[c:22]2[c:23]([cH:26][cH:27][c:28]4[O:29][CH3:30])[C:24]1=[O:25])[cH:31][cH:32][cH:33][cH:34]3)([CH3:6])([CH3:7])[CH3:36].[ClH:1].[O:37]1[CH2:38][CH2:39][O:40][CH2:41][CH2:42]1>>[NH2:8][CH2:9][CH2:10][N:11]([CH3:12])[CH2:13][CH2:14][N:15]1[C:16](=[O:35])[c:17]2[c:18]3[c:19]([cH:20][c:21]4[c:22]2[c:23]([cH:26][cH:27][c:28]4[O:29][CH3:30])[C:24]1=[O:25])[cH:31][cH:32][cH:33][cH:34]3. The reactants are ClC(C#N)(Cl)Cl (trichloroacetonitrile), C(C1=CC=CC=C1)(=O)O[C@@H]1[C@H](O[C@@H]([C@H]([C@@H]1OC(C1=CC=CC=C1)=O)OC(C1=CC=CC=C1)=O)COC(C1=CC=CC=C1)=O)O[C@@H]1C(O)O[C@@H]([C@H]([C@@H]1OC(C1=CC=CC=C1)=O)OC(C1=CC=CC=C1)=O)COC(C1=CC=CC=C1)=O (2,3,4,6-tetra-O-benzoyl-α-D-mannopyranosyl-(1→2)-3,4,6-tri-O-benzoyl-D-mannopyranose), CCCCCC.CCOC(=O)C (hexane EtOAc). Reagents/catalysts: C1CCC2=NCCCN2CC1 (DBU). Solvent: C(Cl)Cl (DCM), C(Cl)Cl (DCM). Reaction conditions: temperature 0 celsius, time 4 hour. The product is ClC(C(OC1[C@@H](O[C@@H]2[C@@H](OC(C3=CC=CC=C3)=O)[C@@H](OC(C3=CC=CC=C3)=O)[C@H](OC(C3=CC=CC=C3)=O)[C@H](O2)COC(C2=CC=CC=C2)=O)[C@@H](OC(C2=CC=CC=C2)=O)[C@H](OC(C2=CC=CC=C2)=O)[C@H](O1)COC(C1=CC=CC=C1)=O)=N)(Cl)Cl (2,3,4,6-Tetra-O-benzoyl-α-D-mannopyranosyl-(1→2)-3,4,6-tri-O-benzoyl-D-mannopyranosyl trichloroacetimidate). Yield: 76.6%. As a reaction SMILES: [C:1]([O:9][C@H:10]1[C@@H:15]([O:16][C:17](=[O:24])[C:18]2[CH:23]=[CH:22][CH:21]=[CH:20][CH:19]=2)[C@H:14]([O:25][C:26](=[O:33])[C:27]2[CH:32]=[CH:31][CH:30]=[CH:29][CH:28]=2)[C@@H:13]([CH2:34][O:35][C:36](=[O:43])[C:37]2[CH:42]=[CH:41][CH:40]=[CH:39][CH:38]=2)[O:12][C@@H:11]1[O:44][C@H:45]1[C@@H:51]([O:52][C:53](=[O:60])[C:54]2[CH:59]=[CH:58][CH:57]=[CH:56][CH:55]=2)[C@H:50]([O:61][C:62](=[O:69])[C:63]2[CH:68]=[CH:67][CH:66]=[CH:65][CH:64]=2)[C@@H:49]([CH2:70][O:71][C:72](=[O:79])[C:73]2[CH:78]=[CH:77][CH:76]=[CH:75][CH:74]=2)[O:48][CH:46]1[OH:47])(=[O:8])[C:2]1[CH:7]=[CH:6][CH:5]=[CH:4][CH:3]=1.[Cl:80][C:81]([Cl:85])([Cl:84])[C:82]#[N:83].CCCCCC.CCOC(C)=O>C(Cl)Cl.C1CCN2C(=NCCC2)CC1>[Cl:80][C:81]([Cl:85])([Cl:84])[C:82](=[NH:83])[O:47][CH:46]1[O:48][C@H:49]([CH2:70][O:71][C:72](=[O:79])[C:73]2[CH:74]=[CH:75][CH:76]=[CH:77][CH:78]=2)[C@@H:50]([O:61][C:62](=[O:69])[C:63]2[CH:64]=[CH:65][CH:66]=[CH:67][CH:68]=2)[C@H:51]([O:52][C:53](=[O:60])[C:54]2[CH:55]=[CH:56][CH:57]=[CH:58][CH:59]=2)[C@@H:45]1[O:44][C@H:11]1[O:12][C@H:13]([CH2:34][O:35][C:36](=[O:43])[C:37]2[CH:42]=[CH:41][CH:40]=[CH:39][CH:38]=2)[C@@H:14]([O:25][C:26](=[O:33])[C:27]2[CH:28]=[CH:29][CH:30]=[CH:31][CH:32]=2)[C@H:15]([O:16][C:17](=[O:24])[C:18]2[CH:23]=[CH:22][CH:21]=[CH:20][CH:19]=2)[C@@H:10]1[O:9][C:1](=[O:8])[C:2]1[CH:3]=[CH:4][CH:5]=[CH:6][CH:7]=1 |f:2.3|. Procedure details: To a pre-cooled (0° C.) solution of 29 (609 mg, 0.569 mmol) in anhydrous DCM (2.8 mL, 0.2 M) was added trichloroacetonitrile (114 μL, 1.138 mmol, 2 eq). A solution of DBU (4.3 μL, 0.05 eq, 0.0285 mmol) in anhydrous DCM (0.3 mL) was added. The mixture was stirred at 0° C. for 4 h and TLC (hexane-EtOAc=65:35) indicated complete conversion. The crude mixture was evaporated onto silica gel and purified by silica column chromatography (2.5×14 cm, gradient elution with hexane-EtOAc-Et3N 210:20:0.5, 20... Starting materials: CCO, COC(=O)Nc1ccc(F)c([N+](=O)[O-])c1, NCC1CCOCC1. The product is COC(=O)Nc1ccc(NCC2CCOCC2)c([N+](=O)[O-])c1. As a reaction SMILES: [CH3:24][CH2:25][OH:26].[F:1][c:2]1[c:3]([N+:13](=[O:14])[O-:15])[cH:4][c:5]([NH:8][C:9]([O:10][CH3:11])=[O:12])[cH:6][cH:7]1.[NH2:16][CH2:17][CH:18]1[CH2:19][CH2:20][O:21][CH2:22][CH2:23]1>>[c:2]1([NH:16][CH2:17][CH:18]2[CH2:19][CH2:20][O:21][CH2:22][CH2:23]2)[c:3]([N+:13](=[O:14])[O-:15])[cH:4][c:5]([NH:8][C:9]([O:10][CH3:11])=[O:12])[cH:6][cH:7]1. Starting materials: N1=CC=CC(=C1)[C@H]1N(C)CCC1 ((S)-nicotine), BrCCC\C=C\CCCCC (trans-1-bromo-dec-4-ene). The solvent is CC(=O)O (AcOH). The product is [Br-].C(CC\C=C\CCCCC)[N+]1=CC(=CC=C1)[C@H]1N(CCC1)C ((S)-trans-1-dec-4-enyl-3-(1-methyl-pyrrolidin -2-yl)-1-pyridinium bromide). Yield: 74.1%. RXN SMILES: [N:1]1[CH:6]=[C:5]([C@@H:7]2[CH2:12][CH2:11][CH2:10][N:8]2[CH3:9])[CH:4]=[CH:3][CH:2]=1.[Br:13][CH2:14][CH2:15][CH2:16]/[CH:17]=[CH:18]/[CH2:19][CH2:20][CH2:21][CH2:22][CH3:23]>CC(O)=O>[Br-:13].[CH2:14]([N+:1]1[CH:2]=[CH:3][CH:4]=[C:5]([C@@H:7]2[CH2:12][CH2:11][CH2:10][N:8]2[CH3:9])[CH:6]=1)[CH2:15][CH2:16]/[CH:17]=[CH:18]/[CH2:19][CH2:20][CH2:21][CH2:22][CH3:23] |f:3.4|. Reported procedure: To a stirred solution of (S)-nicotine (0.47 g, 2.9 mmol) in AcOH (15 ml) was added trans-1-bromo-dec-4-ene (1.55 g, 7.08 mmol). The mixture was heated at reflux for 3 days. AcOH was evaporated and the residue was dissolved in CHCl3. The mixture was washed with saturated aqueous NaHCO3, water and brine successively and dried. Evaporation of the solvent followed by titration with ether afforded 0.82 g (74%) of (S)-trans-1-dec-4-enyl-3-(1-methyl-pyrrolidin -2-yl)-1-pyridinium bromide (NDNB-4t) as a... Starting materials: C(C)OCC (diethyl ether), I.NNC(=N)NCC1=CC=CC=C1 (1-amino-3-benzylguanidine hydroiodide), ClC1=C(C=O)C=CC(=C1)Cl (2,4-dichlorobenzaldehyde), [OH-].[Na+] (NaOH). Solvent: C(Cl)Cl (methylene chloride), CCCCCC (hexane). Conditions: time 15 minute. Product: C(C1=CC=CC=C1)NC(=N)NN=CC1=C(C=C(C=C1)Cl)Cl (1-Benzyl-3-(2,4-dichlorobenzylideneamino)guanidine). As a reaction SMILES: I.[NH2:2][NH:3][C:4]([NH:6][CH2:7][C:8]1[CH:13]=[CH:12][CH:11]=[CH:10][CH:9]=1)=[NH:5].C(OCC)C.[OH-].[Na+].[Cl:21][C:22]1[CH:29]=[C:28]([Cl:30])[CH:27]=[CH:26][C:23]=1[CH:24]=O>C(Cl)Cl.CCCCCC>[CH2:7]([NH:6][C:4]([NH:3][N:2]=[CH:24][C:23]1[CH:26]=[CH:27][C:28]([Cl:30])=[CH:29][C:22]=1[Cl:21])=[NH:5])[C:8]1[CH:13]=[CH:12][CH:11]=[CH:10][CH:9]=1 |f:0.1,3.4|. Reported procedure: A 10.0 g. portion of 1-amino-3-benzylguanidine hydroiodide in a mixture of 100 ml. each of diethyl ether, hexane and methylene chloride is shaken with 10 ml. of 5N NaOH. A 5.98 g. portion of 2,4-dichlorobenzaldehyde is added and and the mixture is shaken for 15 minutes. The organic layer is washed with saturated aqueous sodium chloride, passed through hydrous sodium magnesium silicate and concentrated to dryness under reduced pressure. The residue is crystallized from methylene chloride-hexane, ... The reactants are C(C)(C)(C)C1=NC(=CC(=N1)N1CCN(CC1)CCCCl)C1CC1 (2-tert-butyl-4-[4-(3-chloro-propyl)-piperazin-1-yl]-6-cyclopropyl-pyrimidine), [OH-].[Li+] (lithium hydroxide), [I-].[Na+] (sodium iodide), CC1=NN=C(S1)S (5-methyl-[1,3,4]thiadiazol-2-thiol). The solvent is CN(C=O)C (dimethylformamide), CN(C=O)C (dimethylformamide). Conditions: temperature 70 celsius. Yields the product C(C)(C)(C)C1=NC(=CC(=N1)C1CC1)N1CCN(CC1)CCCSC=1SC(=NN1)C (2-tert-Butyl-4-cyclopropyl-6-{4-[3-(5-methyl-[1,3,4]thiadiazol-2-ylsulfanyl)-propyl]-piperazin-1-yl}-pyrimidine). Yield: 90.1%. RXN SMILES: [CH3:1][C:2]1[S:6][C:5]([SH:7])=[N:4][N:3]=1.[OH-].[Li+].[I-].[Na+].[C:12]([C:16]1[N:21]=[C:20]([N:22]2[CH2:27][CH2:26][N:25]([CH2:28][CH2:29][CH2:30]Cl)[CH2:24][CH2:23]2)[CH:19]=[C:18]([CH:32]2[CH2:34][CH2:33]2)[N:17]=1)([CH3:15])([CH3:14])[CH3:13]>CN(C)C=O>[C:12]([C:16]1[N:17]=[C:18]([CH:32]2[CH2:33][CH2:34]2)[CH:19]=[C:20]([N:22]2[CH2:27][CH2:26][N:25]([CH2:28][CH2:29][CH2:30][S:7][C:5]3[S:6][C:2]([CH3:1])=[N:3][N:4]=3)[CH2:24][CH2:23]2)[N:21]=1)([CH3:15])([CH3:13])[CH3:14] |f:1.2,3.4|. Procedure: 0.23 g of 5-methyl-[1,3,4]thiadiazol-2-thiol (1.77 mmol) were dissolved in 20 ml of dimethylformamide. After addition of 0.04 g of lithium hydroxide (1.77 mmol) and 0.13 g of sodium iodide (0.88 mmol), the reaction mixture was stirred at 70° C. and 0.6 g of 2-tert-butyl-4-[4-(3-chloro-propyl)-piperazin-1-yl]-6-cyclopropyl-pyrimidine (1.77 mmol), dissolved in 5 ml of dimethylformamide, added dropwise over 2 h. The mixture was stirred at 80° C. for 2 h. The dimethylformamide was then evaporated. T... Procedure details: To a solution of N-(2-nitro-4-((4-phenylpiperazin-1-yl)methyl)phenylmethyl)acetamide (0.5 g) and water-containing Raney-nickel (0.5 g) in ethanol (8 ml) was added dropwise hydrazine monohydrate (0.7 ml) and the mixture was refluxed under heating at room temperature for 1 hr. Raney-nickel was removed by passing the mixture through Celite and the solvent was evaporated to give a white solid (0.48 g). The obtained white solid was crystallized from hexane/ethyl acetate (1:1, 100 ml) to give the titl... The reactants are [N+](=O)([O-])C1=C(C=CC(=C1)CN1CCN(CC1)C1=CC=CC=C1)CNC(C)=O (N-(2-nitro-4-((4-phenylpiperazin-1-yl)methyl)phenylmethyl)acetamide), O (water), O.NN (hydrazine monohydrate). Product: NC1=C(C=CC(=C1)CN1CCN(CC1)C1=CC=CC=C1)CNC(C)=O (N-(2-Amino-4-((4-phenylpiperazin-1-yl)methyl)phenylmethyl)acetamide). Reagents/catalysts: [Ni] (Raney-nickel). RXN SMILES: [N+:1]([C:4]1[CH:9]=[C:8]([CH2:10][N:11]2[CH2:16][CH2:15][N:14]([C:17]3[CH:22]=[CH:21][CH:20]=[CH:19][CH:18]=3)[CH2:13][CH2:12]2)[CH:7]=[CH:6][C:5]=1[CH2:23][NH:24][C:25](=[O:27])[CH3:26])([O-])=O.O.O.NN>C(O)C.[Ni]>[NH2:1][C:4]1[CH:9]=[C:8]([CH2:10][N:11]2[CH2:12][CH2:13][N:14]([C:17]3[CH:22]=[CH:21][CH:20]=[CH:19][CH:18]=3)[CH2:15][CH2:16]2)[CH:7]=[CH:6][C:5]=1[CH2:23][NH:24][C:25](=[O:27])[CH3:26] |f:2.3|. The solvent is C(C)O (ethanol). Isolated yield 104.5%. Starting materials: NC1=C2N=C(N(C2=NC=N1)C1=CC=C(C=C1)NC(=O)NC1=CC(=C(C=C1)Cl)C(F)(F)F)I (1-[4-(6-amino-8-iodopurin-9-yl)phenyl]-3-(4-chloro-3-(trifluoromethyl)phenyl)urea), C(=C)[Sn](CCCC)(CCCC)CCCC (vinyltributyltin), tetrakistriphenylphosphine palladium. Solvent: CN(C=O)C (dimethylformamide). Conditions: temperature 95 celsius, time 3 hour. Yields the product NC1=C2N=C(N(C2=NC=N1)C1=CC=C(C=C1)NC(=O)NC1=CC(=C(C=C1)Cl)C(F)(F)F)C=C (1-[4-(6-Amino-8-vinylpurin-9-yl)phenyl]-3-(4-chloro-3-(trifluoromethyl)phenyl)urea). Yield: 92.0%. As a reaction SMILES: [NH2:1][C:2]1[N:10]=[CH:9][N:8]=[C:7]2[C:3]=1[N:4]=[C:5](I)[N:6]2[C:11]1[CH:16]=[CH:15][C:14]([NH:17][C:18]([NH:20][C:21]2[CH:26]=[CH:25][C:24]([Cl:27])=[C:23]([C:28]([F:31])([F:30])[F:29])[CH:22]=2)=[O:19])=[CH:13][CH:12]=1.[CH:33]([Sn](CCCC)(CCCC)CCCC)=[CH2:34]>CN(C)C=O>[NH2:1][C:2]1[N:10]=[CH:9][N:8]=[C:7]2[C:3]=1[N:4]=[C:5]([CH:33]=[CH2:34])[N:6]2[C:11]1[CH:16]=[CH:15][C:14]([NH:17][C:18]([NH:20][C:21]2[CH:26]=[CH:25][C:24]([Cl:27])=[C:23]([C:28]([F:31])([F:30])[F:29])[CH:22]=2)=[O:19])=[CH:13][CH:12]=1. Reported procedure: In 2 mL of dimethylformamide, 158 mg (0.28 mmol) of 1-[4-(6-amino-8-iodopurin-9-yl)phenyl]-3-(4-chloro-3-(trifluoromethyl)phenyl)urea was dissolved, and 262 mg (0.82 mmol) of vinyltributyltin and 20 mg (0.01 mmol) of tetrakistriphenylphosphine palladium was added thereto and the mixture solution was stirred at 95° C. for three hours. The reaction solution was concentrated and purified by a silica gel column (dichloromethane:methanol=9:1) to obtain 122 mg (93%) of a target product as a white soli... Starting materials: N1=CC(=CC=C1)CCCC(C(=O)OCC)C(=O)OCC (diethyl [3-(3-pyridyl)propyl]-malonate), [H-].[Na+] (sodium hydride), [I-].[Na+] (sodium iodide), [N-]=[N+]=[N-].[Na+] (sodium azide), BrCCCCCl (1-bromo-4-chlorobutane), crown ether. Run in CN(C=O)C (dimethylformamide). Conditions: time 0.5 hour. Yields the product N(=[N+]=[N-])CCCCC(C(=O)OCC)(C(=O)OCC)CCCC=1C=NC=CC1 (diethyl [4-azidobutyl][3-(3-pyridyl)propyl]-malonate). RXN SMILES: [N:1]1[CH:6]=[CH:5][CH:4]=[C:3]([CH2:7][CH2:8][CH2:9][CH:10]([C:16]([O:18][CH2:19][CH3:20])=[O:17])[C:11]([O:13][CH2:14][CH3:15])=[O:12])[CH:2]=1.[H-].[Na+].Br[CH2:24][CH2:25][CH2:26][CH2:27]Cl.[I-].[Na+].[N-:31]=[N+:32]=[N-:33].[Na+]>CN(C)C=O>[N:31]([CH2:24][CH2:25][CH2:26][CH2:27][C:10]([CH2:9][CH2:8][CH2:7][C:3]1[CH:2]=[N:1][CH:6]=[CH:5][CH:4]=1)([C:16]([O:18][CH2:19][CH3:20])=[O:17])[C:11]([O:13][CH2:14][CH3:15])=[O:12])=[N+:32]=[N-:33] |f:1.2,4.5,6.7|. Procedure: To a solution of 63.34 g (0.23 mole) of diethyl [3-(3-pyridyl)propyl]-malonate in 1.1 l dimethylformamide is added in small portions 9.91 g (0.25 mole) of sodium hydride as a 60% dispersion in oil. After stirring at room temperature for 0.5 h, 28 ml (0.23 mole) of 1-bromo-4-chlorobutane is added and then heated to 60° for 10 h. Then 68.26 g (0.46 mole) sodium iodide is added followed by 44.44 g (0.68 mole) sodium azide and 9.0 g crown ether 18-Crown-6. The reaction mixture is heated for 15 h at ... Reactants: O(C1=CC=CC=C1)C1=CC=C(OCCC2=C(C=CC(=C2)S(=O)(=O)[O-])C)C=C1 (2-(4-phenoxyphenoxy)-ethyl-p-toluenesulfonate), ON1N=CC=C1 (N-hydroxypyrazole), [H-].[Na+] (sodium hydride), ice water. The solvent is CN(C=O)C (dimethylformamide), CN(C=O)C (dimethylformamide), CN(C=O)C (dimethylformamide). Run at temperature 0 celsius. The product is O(C1=CC=CC=C1)C1=CC=C(OCCON2N=CC=C2)C=C1 (N-[2-(4-phenoxyphenoxy)-ethoxy]-pyrazole). The yield is 76.6%. Reaction SMILES: [OH:1][N:2]1[CH:6]=[CH:5][CH:4]=[N:3]1.[H-].[Na+].[O:9]([C:16]1[CH:35]=[CH:34][C:19]([O:20][CH2:21][CH2:22]C2C=C(S([O-])(=O)=O)C=CC=2C)=[CH:18][CH:17]=1)[C:10]1[CH:15]=[CH:14][CH:13]=[CH:12][CH:11]=1>CN(C)C=O>[O:9]([C:16]1[CH:17]=[CH:18][C:19]([O:20][CH2:21][CH2:22][O:1][N:2]2[CH:6]=[CH:5][CH:4]=[N:3]2)=[CH:34][CH:35]=1)[C:10]1[CH:11]=[CH:12][CH:13]=[CH:14][CH:15]=1 |f:1.2|. Procedure: While cooling and at 0° C., a solution of 1.0 g of N-hydroxypyrazole in 10 ml of dimethylformamide is dripped into a suspension of 0.3 g of sodium hydride in 10 ml of dimethylformamide. The mixture is stirred for a further hour, after which a solution of 4.7 g of 2-(4-phenoxyphenoxy)-ethyl-p-toluenesulfonate in 50 liters of dimethylformamide is added. The reaction batch is stirred for 12 hours at room temperature and then poured into 250 ml of ice water. The mixture is extracted three times with...